Dataset: the Open Reaction Database (ORD), a public repository of structured organic reaction records. Task: describe an organic reaction: reactants, conditions, products, and yield Reactants: C(C)OC(C(C(=O)C=1C(=NC=CC1)Cl)=[N+]=[N-])=O.ClC1=C(C(=O)Cl)C=CC=N1 (3-(2-Chloropyridin-3-yl)-2-diazo-3-oxopropionic acid ethyl ester 2-Chloronicotinoyl chloride), [N+](=[N-])=CC(=O)OCC (ethyl diazoacetate). Conditions: time 18 hour. Product: O=C1C2=C(NN=C1C(=O)O)N=CC=C2 (4-Oxo-1,4-dihydropyrido[2,3-c]pyridazine-3-carboxylic acid). Yield: 204.1%. RXN SMILES: C([O:3][C:4](=[O:17])[C:5](=[N+:15]=[N-:16])[C:6]([C:8]1[C:9](Cl)=[N:10][CH:11]=[CH:12][CH:13]=1)=[O:7])C.ClC1N=CC=CC=1C(Cl)=O.[N+](=CC(OCC)=O)=[N-]>>[O:7]=[C:6]1[C:5]([C:4]([OH:3])=[O:17])=[N:15][NH:16][C:9]2[N:10]=[CH:11][CH:12]=[CH:13][C:8]1=2 |f:0.1|. Reported procedure: 3-(2-Chloropyridin-3-yl)-2-diazo-3-oxopropionic acid ethyl ester—2-Chloronicotinoyl chloride (10 g) and ethyl diazoacetate (19.4 g) were heated together at 55° C. for 3 hours then left at ambient temperature for 18 hours. The mixture was concentrated in vacuo and the residue chromatographed on silica gel, eluting with 30-50% ethyl acetate in hexane. This gave the title compound (9.08 g, 63%). NMR (CDCl3) δ1.15 (3H, t), 4.15 (2H, q), 7.25 (1H, t), 7.58 (1H, dd), 8.48 (1H, dd). The reactants are CC1(C(N(N1CCO)C1C2CC3CC(CC1C3)C2)=O)C (4,4-dimethyl-1-(2-hydroxyethyl)-2-(adamantan-2-yl)-1,2-diazetidin-3-one), [H-].[Na+] (sodium hydride), ClC1=CC=C(C=N1)C#N (6-chloro-3-pyridine carbonitrile), O (water). The solvent is O1CCCC1.CN(C=O)C (tetrahydrofuran N,N-dimethylformamide). Conditions: time 1 hour. Product: CC1(C(N(N1CCOC1=CC=C(C=N1)C#N)C1C2CC3CC(CC1C3)C2)=O)C (6-{2-[4,4-dimethyl-3-oxo-2-(adamantan-2-yl)-1,2-diazetidin-1-yl]ethoxy}pyridine-3-carbonitrile). Isolated yield 100.1%. As a reaction SMILES: [CH3:1][C:2]1([CH3:20])[N:5]([CH2:6][CH2:7][OH:8])[N:4]([CH:9]2[CH:16]3[CH2:17][CH:12]4[CH2:13][CH:14]([CH2:18][CH:10]2[CH2:11]4)[CH2:15]3)[C:3]1=[O:19].[H-].[Na+].Cl[C:24]1[N:29]=[CH:28][C:27]([C:30]#[N:31])=[CH:26][CH:25]=1.O>O1CCCC1.CN(C)C=O>[CH3:1][C:2]1([CH3:20])[N:5]([CH2:6][CH2:7][O:8][C:24]2[N:29]=[CH:28][C:27]([C:30]#[N:31])=[CH:26][CH:25]=2)[N:4]([CH:9]2[CH:10]3[CH2:11][CH:12]4[CH2:13][CH:14]([CH2:15][CH:16]2[CH2:17]4)[CH2:18]3)[C:3]1=[O:19] |f:1.2,5.6|. Procedure: Under an argon atmosphere, a mixed solution of 4,4-dimethyl-1-(2-hydroxyethyl)-2-(adamantan-2-yl)-1,2-diazetidin-3-one (27.8 mg, 0.100 mmol) in tetrahydrofuran-N,N-dimethylformamide (2:1, 1 mL) was added with sodium hydride (10.0 mg, 0.200 mmol) and 6-chloro-3-pyridine carbonitrile (27.7 mg, 0.200 mmol), and the resultant was stirred at the same temperature for 1 hour. The reaction solution was added with water and extracted with diethyl ether. The organic layer was dried over anhydrous sodium s... Procedure: Calculate the percent content of 3-(2-fluorobenzyl)-4-(2-fluorobenzyloxy)benzaldehyde in the 4-(2-fluorobenzyloxy)benzaldehyde examined or of the 3-(3-fluorobenzyl)-4-(3-fluorobenzyloxy)benzaldehyde in the 4-(3-fluorobenzyloxy)benzaldehyde examined by internal standard calculation. The value of the limit of quantitation (LOQ) for (3-(2-fluorobenzyl)-4-(2-fluorobenzyloxy)benzaldehyde and of 3-(3-fluorobenzyl)-4-(3-fluorobenzyloxy)benzaldehyde is 0.005% by weight. The value of the limit of detecti... Reaction SMILES: FC1C=CC=CC=1C[C:5]1[CH:6]=[C:7]([CH:10]=[CH:11][C:12]=1[O:13][CH2:14]C1C=CC=CC=1F)[CH:8]=[O:9].FC1C=C(C=CC=1)CC1C=C(C=CC=1OCC1C=CC=C(F)C=1)[CH:34]=[O:35].FC1C=CC=CC=1[CH2:54][O:55]C1C=CC(C=O)=CC=1>FC1C=C(C=CC=1)COC1C=CC(C=O)=CC=1>[CH3:34][O:35][C:11]1[CH:10]=[C:7]([CH:6]=[C:5]([O:55][CH3:54])[C:12]=1[O:13][CH3:14])[CH:8]=[O:9]. Yields the product COC=1C=C(C=O)C=C(C1OC)OC (3,4,5-Trimethoxybenzaldehyde). Run in FC=1C=C(COC2=CC=C(C=O)C=C2)C=CC1 (4-(3-fluorobenzyloxy)benzaldehyde). Starting materials: FC1=C(CC=2C=C(C=O)C=CC2OCC2=C(C=CC=C2)F)C=CC=C1 (3-(2-fluorobenzyl)-4-(2-fluorobenzyloxy)benzaldehyde), FC=1C=C(CC=2C=C(C=O)C=CC2OCC2=CC(=CC=C2)F)C=CC1 (3-(3-fluorobenzyl)-4-(3-fluorobenzyloxy)benzaldehyde), FC1=C(COC2=CC=C(C=O)C=C2)C=CC=C1 (4-(2-fluorobenzyloxy)benzaldehyde), FC=1C=C(CC=2C=C(C=O)C=CC2OCC2=CC(=CC=C2)F)C=CC1 (3-(3-fluorobenzyl)-4-(3-fluorobenzyloxy)benzaldehyde), FC1=C(CC=2C=C(C=O)C=CC2OCC2=C(C=CC=C2)F)C=CC=C1 (3-(2-fluorobenzyl)-4-(2-fluorobenzyloxy)benzaldehyde).